Dataset: the Open Reaction Database (ORD), a public repository of structured organic reaction records. Task: describe an organic reaction: reactants, conditions, products, and yield Reactants: C1(=CC=CC=C1)C1=C(C=CC=C1)CBr ((2-Phenyl)-phenylmethyl bromide), C1(C=2C(C(N1)=O)=CC=CC2)=O.[K] (potassium phthalimide). Run in CN(C=O)C (dimethyl formamide), O (water). Reaction conditions: time 60 hour. Product: C1(=CC=CC=C1)C1=C(C=CC=C1)CN1C(C=2C(C1=O)=CC=CC2)=O (N-(2-phenyl-phenylmethyl)-phthalimide). Yield: 90.6%. RXN SMILES: [C:1]1([C:7]2[CH:12]=[CH:11][CH:10]=[CH:9][C:8]=2[CH2:13]Br)[CH:6]=[CH:5][CH:4]=[CH:3][CH:2]=1.[C:15]1(=[O:25])[NH:19][C:18](=[O:20])[C:17]2=[CH:21][CH:22]=[CH:23][CH:24]=[C:16]12.[K]>CN(C)C=O.O>[C:1]1([C:7]2[CH:12]=[CH:11][CH:10]=[CH:9][C:8]=2[CH2:13][N:19]2[C:18](=[O:20])[C:17]3=[CH:21][CH:22]=[CH:23][CH:24]=[C:16]3[C:15]2=[O:25])[CH:6]=[CH:5][CH:4]=[CH:3][CH:2]=1 |f:1.2,^1:25|. Procedure: (2-Phenyl)-phenylmethyl bromide (6 g, 0.0243 mol) and potassium phthalimide (5 g, 0.0270 mol) were mixed together in dimethyl formamide at room temperature, stirred for 60 hrs, diluted with cold water, and the solid isolated by filtration. After washing with water, isopropyl alcohol, and hexane the white solid was vacuum dried to yield 6.9 g of the subtitled compound. Mass spectrum: 313 Reactants: C=C(C(F)(F)F)C(F)(F)OS(=O)(=O)F (CH2═C(CF3)CF2OSO2F), [I-].[Na+] (sodium iodide), COCCOCCOC (diglyme). Solvent: O (water). Run at time 8 hour. Yields the product FC(C(=C)C(I)(F)F)(F)F (2-trifluoromethyl-3,3,-difluoro-3-iodopropene). Isolated yield 55.2%. As a reaction SMILES: [CH2:1]=[C:2]([C:7](OS(F)(=O)=O)([F:9])[F:8])[C:3]([F:6])([F:5])[F:4].[I-:15].[Na+].COCCOCCOC>O>[F:4][C:3]([F:6])([F:5])[C:2]([C:7]([F:9])([F:8])[I:15])=[CH2:1] |f:1.2|. Procedure details: CH2═C(CF3)CF2OSO2F (10 g, 0.04 mole) is added gradually to a mixture of dry sodium iodide (Nal) (7 g, 0.047 mole) and dry diglyme (20 ml) at 10° C. with stirring. The reaction mixture is kept overnight and then poured into water. The organic layer is separated, washed with aqueous sodium bicarbonate solution and then with water and then dried over MgSO4. Distillation gives a mixture (6 g, 54%) of 2-trifluoromethyl-3,3,-difluoro-3-iodopropene (CH2═C(CF3)CF2I) (10%) and 1,1-difluoro-2-trifluoromet...